From a dataset of the Open Reaction Database (ORD), a public repository of structured organic reaction records. describe an organic reaction: reactants, conditions, products, and yield Reactants: CC(NC(=O)OC(C)(C)C)C(=O)O, CC(C)COC(=O)Cl, ClCCl, CN1CCOCC1, Cl, COC(=O)CN. Product: COC(=O)CNC(=O)C(C)NC(=O)OC(C)(C)C. RXN SMILES: [C:1](=[O:2])([O:3][C:4]([CH3:5])([CH3:6])[CH3:7])[NH:8][CH:9]([CH3:10])[C:11](=[O:12])[OH:13].[CH2:21]([O:22][C:23]([Cl:24])=[O:25])[CH:26]([CH3:27])[CH3:28].[CH2:36]([Cl:37])[Cl:38].[CH3:14][N:15]1[CH2:16][CH2:17][O:18][CH2:19][CH2:20]1.[ClH:29].[NH2:30][CH2:31][C:32](=[O:33])[O:34][CH3:35]>>[C:1](=[O:2])([O:3][C:4]([CH3:5])([CH3:6])[CH3:7])[NH:8][CH:9]([CH3:10])[C:11](=[O:13])[NH:30][CH2:31][C:32](=[O:33])[O:34][CH3:35]. The reactants are CCS(=O)(=O)N1CCC(CN)(CC2CCOCC2)CC1, O=C(O)c1ccc(C(F)(F)F)cc1Cl, ClCCl. Yields the product CCS(=O)(=O)N1CCC(CNC(=O)c2ccc(C(F)(F)F)cc2Cl)(CC2CCOCC2)CC1. As a reaction SMILES: [CH2:1]([CH3:2])[S:3](=[O:4])(=[O:5])[N:6]1[CH2:7][CH2:8][C:9]([CH2:12][CH:13]2[CH2:14][CH2:15][O:16][CH2:17][CH2:18]2)([CH2:19][NH2:20])[CH2:10][CH2:11]1.[Cl:21][c:22]1[c:23]([C:24](=[O:25])[OH:26])[cH:27][cH:28][c:29]([C:31]([F:32])([F:33])[F:34])[cH:30]1.[Cl:35][CH2:36][Cl:37]>>[CH2:1]([CH3:2])[S:3](=[O:4])(=[O:5])[N:6]1[CH2:7][CH2:8][C:9]([CH2:12][CH:13]2[CH2:14][CH2:15][O:16][CH2:17][CH2:18]2)([CH2:19][NH:20][C:24]([c:23]2[c:22]([Cl:21])[cH:30][c:29]([C:31]([F:32])([F:33])[F:34])[cH:28][cH:27]2)=[O:25])[CH2:10][CH2:11]1. The reactants are OC1=C(C(=C(C(=C1OC)C(=O)OCC)C)C)C(C=CC1=CC(=C(C(=C1)C(C)(C)C)O)C(C)(C)C)=O (1-[2-hydroxy-4-ethoxycarbonyldimethylmethyloxyphenyl]-3-[3,5-ditertbutyl-4-hydroxyphenyl]prop-2-en-1-one), OC1=C(C(=C(C(=C1OC)C(=O)OCC)C)C)C(C=CC1=CC(=C(C(=C1)C(C)(C)C)O)C(C)(C)C)=O (1-[2-hydroxy-4-ethoxycarbonyldimethylmethyloxyphenyl]-3-[3,5-ditertbutyl-4-hydroxyphenyl]prop-2-en-1-one), BrC=1C=C(C=O)C=C(C1O)Br (3,5-dibromo-4-hydroxybenzaldehyde). The product is OC1=C(C(=C(C(=C1OC)C(=O)O)C)C)C(C=CC1=CC(=C(C(=C1)Br)O)Br)=O (1-[2-hydroxy-4-carboxydimethylmethyloxyphenyl]-3-[3,5-dibromo-4-hydroxyphenyl]prop-2-en-1-one). As a reaction SMILES: [OH:1][C:2]1[C:7]([O:8][CH3:9])=[C:6]([C:10]([O:12]CC)=[O:11])[C:5]([CH3:15])=[C:4]([CH3:16])[C:3]=1[C:17](=[O:35])[CH:18]=CC1C=C(C(C)(C)C)C(O)=C(C(C)(C)C)C=1.[Br:36][C:37]1[CH:38]=[C:39]([CH:42]=[C:43]([Br:46])[C:44]=1[OH:45])[CH:40]=O>>[OH:1][C:2]1[C:7]([O:8][CH3:9])=[C:6]([C:10]([OH:12])=[O:11])[C:5]([CH3:15])=[C:4]([CH3:16])[C:3]=1[C:17](=[O:35])[CH:18]=[CH:40][C:39]1[CH:38]=[C:37]([Br:36])[C:44]([OH:45])=[C:43]([Br:46])[CH:42]=1. Procedure: This compound was synthesized from 2′-hydroxy-4′-(ethoxycarbonyldimethylmethyloxy)acetophenone (starting material 1) and 3,5-dibromo-4-hydroxybenzaldehyde according to general method 2 described earlier. Reactants: N1CCCC2=CC=CC=C12 (1,2,3,4-tetrahydroquinoline), S1C(=NC2=C1C=CC=C2)OCC(=O)O (2-(Benzo[d]thiazol-2-yloxy)acetic acid). Yields the product S1C(=NC2=C1C=CC=C2)OCC(=O)N2CCCC1=CC=CC=C21 (2-(Benzo[d]thiazol-2-yloxy)-1-(3,4-dihydroquinolin-1(2H)-yl)ethanone). Isolated yield 28.0%. As a reaction SMILES: [NH:1]1[C:10]2[C:5](=[CH:6][CH:7]=[CH:8][CH:9]=2)[CH2:4][CH2:3][CH2:2]1.[S:11]1[C:15]2[CH:16]=[CH:17][CH:18]=[CH:19][C:14]=2[N:13]=[C:12]1[O:20][CH2:21][C:22](O)=[O:23]>>[S:11]1[C:15]2[CH:16]=[CH:17][CH:18]=[CH:19][C:14]=2[N:13]=[C:12]1[O:20][CH2:21][C:22]([N:1]1[C:10]2[C:5](=[CH:6][CH:7]=[CH:8][CH:9]=2)[CH2:4][CH2:3][CH2:2]1)=[O:23]. Reported procedure: Compound 62 was synthesized according to General Procedure B using compound 3 and compound 61 to yield 62 (183 mg, 28%): MS (APCI): m/z 325 [M+H]+. Anal. Calcd. for C18H16N2O2S: C, 66.64; H, 4.97; N, 8.64. Found: C, 66.88; H, 4.94; N, 8.60. Reactants: CC1=CC(=NC=C1)Br (4-Methyl-2-bromopyridine), C1OC2=C(SC=C2OC1)C=O (3,4-ethylenedioxythiophene-2-carboxaldehyde), CCOC(=O)C (AcOEt), [Li+].CC(C)[N-]C(C)C (LDA). Run in C1CCOC1 (THF), C1CCOC1 (THF), O (water). Conditions: temperature -78 celsius, time 1 hour. Yields the product petroleum ether AcOEt, BrC1=NC=CC(=C1)CC(O)C=1SC=C2C1OCCO2 (2-(2-Bromopyrid-4-yl)-1-(3,4-ethylenedioxythien-2-yl)ethanol). The yield is 94.7%. As a reaction SMILES: [CH3:1][C:2]1[CH:7]=[CH:6][N:5]=[C:4]([Br:8])[CH:3]=1.[Li+].CC([N-]C(C)C)C.[CH2:17]1[CH2:25][O:24][C:23]2[C:19](=[C:20]([CH:26]=[O:27])[S:21][CH:22]=2)[O:18]1.CCOC(C)=O>C1COCC1.O>[Br:8][C:4]1[CH:3]=[C:2]([CH2:1][CH:26]([C:20]2[S:21][CH:22]=[C:23]3[O:24][CH2:25][CH2:17][O:18][C:19]=23)[OH:27])[CH:7]=[CH:6][N:5]=1 |f:1.2|. Reported procedure: 4-Methyl-2-bromopyridine (450 mg, 2.62 mmol) was dissolved in anhyd THF (10 mL) and the resulting mixture was cooled to −78° C. LDA (1.76 mL, 1.8 M solution in THF, 3.17 mmol) was added dropwise and the resulting mixture was stirred for 1 h at the same temperature. A solution of 3,4-ethylenedioxythiophene-2-carboxaldehyde (500 mg, 2.94 mmol) in THF (20 mL) was added and the resulting mixture was stirred for 30 min at room temperature. AcOEt (120 mL) and water (120 mL) were added and the layers w... The reactants are C(C)OP(=O)(OCC)CC(=O)OCC (ethyl 2-(diethoxyphosphoryl)acetate), [N+](=O)([O-])C1=C(C=O)C=CC(=C1)[N+](=O)[O-] (2,4-dinitrobenzaldehyde), C(C)N(C(C)C)C(C)C (N-ethyl-N-isopropylpropan-2-amine), [Cl-].[Li+] (lithium chloride). Run in CC#N (CH3CN). Run at time 12 hour. Yields the product [N+](=O)([O-])C1=C(C=CC(=C1)[N+](=O)[O-])/C=C/C(=O)OCC ((E)-ethyl 3-(2,4-dinitrophenyl)acrylate). The yield is 79.8%. Reaction SMILES: [N+:1]([C:4]1[CH:11]=[C:10]([N+:12]([O-:14])=[O:13])[CH:9]=[CH:8][C:5]=1[CH:6]=O)([O-:3])=[O:2].C(N(C(C)C)C(C)C)C.[Cl-].[Li+].C(OP([CH2:34][C:35]([O:37][CH2:38][CH3:39])=[O:36])(OCC)=O)C>CC#N>[N+:1]([C:4]1[CH:11]=[C:10]([N+:12]([O-:14])=[O:13])[CH:9]=[CH:8][C:5]=1/[CH:6]=[CH:34]/[C:35]([O:37][CH2:38][CH3:39])=[O:36])([O-:3])=[O:2] |f:2.3|. Reported procedure: To a mixture of 2,4-dinitrobenzaldehyde (12.0 g, 61.2 mmol), N-ethyl-N-isopropylpropan-2-amine (11.9 g, 91.8 mmol) and lithium chloride (3.1 g, 24.1 mmol) in CH3CN (100 mL) was added slowly ethyl 2-(diethoxyphosphoryl)acetate (16.5 g, 64.3 mmol) and the reaction mixture was stirred at ambient temperature for 12 h. After filtration, the solvent was removed in vacuo and the residue was purified by column chromatography on silica gel (eluting with 4% EtOAc in petroleum ether) to give (E)-ethyl 3-(2... Starting materials: BrCCCCCCOCCCOCCCCCCCCCCCCCCCCCC (1-Bromo-6-[3-(octadecyloxy)propoxy]hexane), Example 4, C(C1=CN=CC=C1)(=O)OCC (ethyl nicotinate). The solvent is CCOCC (ether). The product is [Br-].C(CCCCCCCCCCCCCCCCC)OCCCOCCCCCC[N+]1=CC(=CC=C1)C(=O)OCC (1-N-[6-[3-(octadecyloxy)propoxy]-hexyl]-3-ethoxycarbonylpyridinium bromide). Reaction SMILES: [Br:1][CH2:2][CH2:3][CH2:4][CH2:5][CH2:6][CH2:7][O:8][CH2:9][CH2:10][CH2:11][O:12][CH2:13][CH2:14][CH2:15][CH2:16][CH2:17][CH2:18][CH2:19][CH2:20][CH2:21][CH2:22][CH2:23][CH2:24][CH2:25][CH2:26][CH2:27][CH2:28][CH2:29][CH3:30].[C:31]([O:39][CH2:40][CH3:41])(=[O:38])[C:32]1[CH:37]=[CH:36][CH:35]=[N:34][CH:33]=1>CCOCC>[Br-:1].[CH2:13]([O:12][CH2:11][CH2:10][CH2:9][O:8][CH2:7][CH2:6][CH2:5][CH2:4][CH2:3][CH2:2][N+:34]1[CH:35]=[CH:36][CH:37]=[C:32]([C:31]([O:39][CH2:40][CH3:41])=[O:38])[CH:33]=1)[CH2:14][CH2:15][CH2:16][CH2:17][CH2:18][CH2:19][CH2:20][CH2:21][CH2:22][CH2:23][CH2:24][CH2:25][CH2:26][CH2:27][CH2:28][CH2:29][CH3:30] |f:3.4|. Procedure: 1-Bromo-6-[3-(octadecyloxy)propoxy]hexane obtained in Reference Example 4 (1.0 g) is heated with ethyl nicotinate (0.66 g) at 90° C. for 19 hours. After the reaction mixture is cooled, ether is added to the reaction mixture and the precipitate is collected by filtration to give 1-N-[6-[3-(octadecyloxy)propoxy]-hexyl]-3-ethoxycarbonylpyridinium bromide (1.0 g). To this compound in methanol (25 ml) is added with stirring 2N sodium hydroxide (4 ml), and the mixture is stirred at room temperature fo...